From a dataset of the Open Reaction Database (ORD), a public repository of structured organic reaction records. describe an organic reaction: reactants, conditions, products, and yield Starting materials: C(C)OP(=O)(CC1=CC=CC=C1)C[C@H](CNCC1=CC=C(C=C1)Cl)O ((2S)-3-(p-chlorobenzylamino)-2-hydroxypropyl(benzyl)phosphinic acid ethyl ester). Run in Cl (hydrochloric acid). Product: Cl.ClC1=CC=C(CNC[C@@H](CP(O)(=O)CC2=CC=CC=C2)O)C=C1 (3-(p-chlorobenzylamino)-2-(2S)-hydroxypropyl(benzyl)phosphinic acid hydrochloride). As a reaction SMILES: C([O:3][P:4]([CH2:13][C@@H:14]([OH:25])[CH2:15][NH:16][CH2:17][C:18]1[CH:23]=[CH:22][C:21]([Cl:24])=[CH:20][CH:19]=1)([CH2:6][C:7]1[CH:12]=[CH:11][CH:10]=[CH:9][CH:8]=1)=[O:5])C>Cl>[ClH:24].[Cl:24][C:21]1[CH:20]=[CH:19][C:18]([CH2:17][NH:16][CH2:15][C@H:14]([OH:25])[CH2:13][P:4]([CH2:6][C:7]2[CH:8]=[CH:9][CH:10]=[CH:11][CH:12]=2)(=[O:3])[OH:5])=[CH:23][CH:22]=1 |f:2.3|. Reported procedure: A solution of 1.80 g of (2S)-3-(p-chlorobenzylamino)-2-hydroxypropyl(benzyl)phosphinic acid ethyl ester in 30 ml of semi-concentrated hydrochloric acid is heated under reflux, a whitish suspension forming after 30 minutes. The mixture is heated under reflux for a further 20 hours and cooled to 0°, and the solid portion is filtered off, washed with water and dried under reduced pressure at 60°. Recrystallisation from aqueous methanol and drying yield 3-(p-chlorobenzylamino)-2-(2S)-hydroxypropyl(b...